From a dataset of the Open Reaction Database (ORD), a public repository of structured organic reaction records. describe an organic reaction: reactants, conditions, products, and yield The reactants are CC(=O)Oc1ccc(CC2CCc3cc(C=O)ccc3O2)cc1, CO, [Na+], C1CCOC1, [OH-]. Product: O=Cc1ccc2c(c1)CCC(Cc1ccc(O)cc1)O2. Reaction SMILES: [C:1](=[O:2])([CH3:3])[O:4][c:5]1[cH:6][cH:7][c:8]([CH2:9][CH:10]2[O:11][c:12]3[c:13]([cH:16][c:17]([CH:20]=[O:21])[cH:18][cH:19]3)[CH2:14][CH2:15]2)[cH:22][cH:23]1.[CH3:24][OH:25].[Na+:32].[O:26]1[CH2:27][CH2:28][CH2:29][CH2:30]1.[OH-:31]>>[OH:4][c:5]1[cH:6][cH:7][c:8]([CH2:9][CH:10]2[O:11][c:12]3[c:13]([cH:16][c:17]([CH:20]=[O:21])[cH:18][cH:19]3)[CH2:14][CH2:15]2)[cH:22][cH:23]1. Starting materials: COC1=CC=C(C=C1)C1=C(OC=2N=CN=C(C21)NCCCCCC#N)C2=CC=CC=C2 (6-{[5-(4-methoxyphenyl)-6-phenylfuro[2,3-d]pyrimidin-4-yl]amino}hexanenitrile), C[Si](C)(C)N=[N+]=[N-] (trimethylsilylazide), C(CCC)[Sn](CCCC)=O (di-n-butyltin oxide). Solvent: C1(=CC=CC=C1)C (toluene). The product is COC1=CC=C(C=C1)C1=C(OC=2N=CN=C(C21)NCCCCCC2=NN=NN2)C2=CC=CC=C2 (5-(4-Methoxyphenyl)-6-phenyl-N-[5-(1H-tetrazol-5-yl)pentyl]furo[2,3-d]pyrimidine-4-amine). RXN SMILES: [CH3:1][O:2][C:3]1[CH:8]=[CH:7][C:6]([C:9]2[C:17]3[C:16]([NH:18][CH2:19][CH2:20][CH2:21][CH2:22][CH2:23][C:24]#[N:25])=[N:15][CH:14]=[N:13][C:12]=3[O:11][C:10]=2[C:26]2[CH:31]=[CH:30][CH:29]=[CH:28][CH:27]=2)=[CH:5][CH:4]=1.C[Si]([N:36]=[N+:37]=[N-:38])(C)C.C([Sn](=O)CCCC)CCC>C1(C)C=CC=CC=1>[CH3:1][O:2][C:3]1[CH:4]=[CH:5][C:6]([C:9]2[C:17]3[C:16]([NH:18][CH2:19][CH2:20][CH2:21][CH2:22][CH2:23][C:24]4[NH:38][N:37]=[N:36][N:25]=4)=[N:15][CH:14]=[N:13][C:12]=3[O:11][C:10]=2[C:26]2[CH:27]=[CH:28][CH:29]=[CH:30][CH:31]=2)=[CH:7][CH:8]=1. Reported procedure: Stir 1.00 g (2.4 mmol) 6-{[5-(4-methoxyphenyl)-6-phenylfuro[2,3-d]pyrimidin-4-yl]amino}hexanenitrile, 4.19 g (26.3 mmol) trimethylsilylazide and 0.91 g (3.6 mmol) di-n-butyltin oxide in 50 ml toluene overnight at 80° C. After concentrating by evaporation, take up the residue in water, acidify with dilute hydrochloric acid and extract with methylene chloride. Wash the organic phase with sodium chloride solution, dry over magnesium sulphate and concentrate by evaporation. Purify the raw product by... The reactants are ClC1=NC=CC=C1C#N (2-chloro-3-cyanopyridine), [OH-].[NH4+] (ammonium hydroxide). Run at temperature 120 celsius. Yields the product NC1=NC=CC=C1C#N (2-amino-3-cyanopyridine). As a reaction SMILES: Cl[C:2]1[C:7]([C:8]#[N:9])=[CH:6][CH:5]=[CH:4][N:3]=1.[OH-].[NH4+:11]>>[NH2:11][C:2]1[C:7]([C:8]#[N:9])=[CH:6][CH:5]=[CH:4][N:3]=1 |f:1.2|. Procedure: Add 100 mL ammonium hydroxide to a sealed tube containing 12.5 gm (90.21 mMol) 2-chloro-3-cyanopyridine. Seal the tube and heat the suspension at 120° C. for 6 hours. Cool the reaction mixture to room temperature and partition between ethyl acetate and saturated aqueous sodium bicarbonate. Extract the aqueous phase with ethyl acetate (3×100 mL) followed by 70:30 ethyl acetate:n-butanol (2×100 mL). Combine organic phases and concentrate under reduced pressure to provide 2-amino-3-cyanopyridine. Reactants: C(C)(=O)N1C[C@H]([C@H](C1)OCC)NC1=NC(=C(N=C1CC)C1=C(C=C(C=C1)Cl)Cl)CC (N-[(cis)-1-acetyl-4-ethoxypyrrolidin-3-yl]-5-(2,4-dichlorophenyl)-3,6-diethylpyrazin-2-amine), ClC(=O)OC(C)C (isopropyl chloroformate). The product is ClC1=C(C=CC(=C1)Cl)C=1N=C(C(=NC1CC)N[C@@H]1CN(C[C@@H]1OCC)C(=O)OC(C)C)CC (isopropyl (cis)-3-{[5-(2,4-dichlorophenyl)-3,6-diethylpyrazin-2-yl]amino}-4-ethoxypyrrolidine-1-carboxylate). Reaction SMILES: C([N:4]1[CH2:8][C@H:7]([O:9][CH2:10][CH3:11])[C@H:6]([NH:12][C:13]2[C:18]([CH2:19][CH3:20])=[N:17][C:16]([C:21]3[CH:26]=[CH:25][C:24]([Cl:27])=[CH:23][C:22]=3[Cl:28])=[C:15]([CH2:29][CH3:30])[N:14]=2)[CH2:5]1)(=O)C.Cl[C:32]([O:34][CH:35]([CH3:37])[CH3:36])=[O:33]>>[Cl:28][C:22]1[CH:23]=[C:24]([Cl:27])[CH:25]=[CH:26][C:21]=1[C:16]1[N:17]=[C:18]([CH2:19][CH3:20])[C:13]([NH:12][C@H:6]2[C@@H:7]([O:9][CH2:10][CH3:11])[CH2:8][N:4]([C:32]([O:34][CH:35]([CH3:37])[CH3:36])=[O:33])[CH2:5]2)=[N:14][C:15]=1[CH2:29][CH3:30]. Reported procedure: Following the procedure for the preparation of N-[(cis)-1-acetyl-4-ethoxypyrrolidin-3-yl]-5-(2,4-dichlorophenyl)-3,6-diethylpyrazin-2-amine but substituting isopropyl chloroformate and making non-critical variations provided the title compound as an oil: 1H NMR (400 MHz, CDCl3) δ) 7.49, 7.34-7.26, 5.22, 4.95, 4.75, 4.08, 3.96, 3.73, 3.60, 3.50, 3.38, 3.25, 2.71, 2.47, 1.32-1.25, 1.16; HRMS (FAB) calcd for C24H32Cl2N4O3+H 495.1929, found 495.1909. Anal. Calcd for C24H32Cl2N4O3: C, 58.18; H, 6.51;...